This data is from the Open Reaction Database (ORD), a public repository of structured organic reaction records. The task is: describe an organic reaction: reactants, conditions, products, and yield The reactants are N([C@@H](COC(C)(C)C)C(=O)OC(C)(C)C)N1CCOCC1 (Morpholino-Ser(OtBu)-OtBu), C(=O)(C(F)(F)F)O (TFA). Product: N([C@@H](CO)C(=O)O)N1CCOCC1 (morpholino-Ser). Reaction SMILES: [NH:1]([N:16]1[CH2:21][CH2:20][O:19][CH2:18][CH2:17]1)[C@H:2]([C:9]([O:11]C(C)(C)C)=[O:10])[CH2:3][O:4]C(C)(C)C.C(O)(C(F)(F)F)=O>>[NH:1]([N:16]1[CH2:21][CH2:20][O:19][CH2:18][CH2:17]1)[C@H:2]([C:9]([OH:11])=[O:10])[CH2:3][OH:4]. Procedure: Morpholino-Ser(OAloc) was prepared from Ser(OtBu)-OtBu. Reaction of Ser(OtBu)-OtBu with 4-morpholinecarbonyl chloride in pyridine yielded morpholino-Ser(OtBu)-OtBu. Morpholino-Ser(OtBu)-OtBu was hydrolyzed with TFA to yield morpholino-Ser. Esterification of morpholino-Ser with isobutylene in the presence of a catalytic amount of H2SO4 afforded morpholino-Ser-OtBu. Reaction of morpholino-Ser-OtBu with allyl 1-benzotriazolyl carbonate yielded morpholino-Ser(OAloc)-OtBu. Morpholino-Ser(OAloc)-OtBu ... Reactants: O1C(=CC2=C1C=CC=C2)CC2N(CCCC2)C(=O)C=2N=C(SC2C2=CC=C(C=C2)F)C ((RS)-2-(2-benzofuranylmethyl)-1-((5-(4-fluorophenyl)-2-methyl-thiazol-4-yl)-carbonyl)-piperidine), E1, BrBr (bromine). The solvent is C(C)OCC (diethyl ether), ClCCl (dichloromethane), ClCCl (dichloromethane). Run at time 18 hour. Yields the product BrC1=C(OC2=C1C=CC=C2)CC2N(CCCC2)C(=O)C=2N=C(SC2C2=CC=C(C=C2)F)C ((RS)-1-[2-(3-Bromo-benzofuran-2-ylmethyl)-piperidin-1-yl]-1-[5-(4-fluoro-phenyl)-2-methyl-thiazol-4-yl]-methanone). Isolated yield 25.0%. RXN SMILES: [O:1]1[C:5]2[CH:6]=[CH:7][CH:8]=[CH:9][C:4]=2[CH:3]=[C:2]1[CH2:10][CH:11]1[CH2:16][CH2:15][CH2:14][CH2:13][N:12]1[C:17]([C:19]1[N:20]=[C:21]([CH3:31])[S:22][C:23]=1[C:24]1[CH:29]=[CH:28][C:27]([F:30])=[CH:26][CH:25]=1)=[O:18].[Br:32]Br>C(OCC)C.ClCCl>[Br:32][C:3]1[C:4]2[CH:9]=[CH:8][CH:7]=[CH:6][C:5]=2[O:1][C:2]=1[CH2:10][CH:11]1[CH2:16][CH2:15][CH2:14][CH2:13][N:12]1[C:17]([C:19]1[N:20]=[C:21]([CH3:31])[S:22][C:23]=1[C:24]1[CH:29]=[CH:28][C:27]([F:30])=[CH:26][CH:25]=1)=[O:18]. Procedure details: To (RS)-2-(2-benzofuranylmethyl)-1-((5-(4-fluorophenyl)-2-methyl-thiazol-4-yl)-carbonyl)-piperidine, E1 (0.90 g, 2 mmol) in dry diethyl ether (10 ml) and dichloromethane (20 ml) cooled to −12° C. under argon, was added drop-wise a solution of bromine (0.36 g, 2 mmol) in dichloromethane (10 ml) over 0.5 h. The resulting solution was warmed to ambient temperature over 1.5 h, then stirred for a further 18 h. The reaction mixture was evaporated then re-evaporated from dichloromethane (3×). The resul... RXN SMILES: N[C@H](C(O)=O)C[S:4]([CH2:6][CH:7]=[CH2:8])=[O:5]>O>[CH2:8]=[CH:7][CH2:6][S:4](=[O:5])[S:4][CH2:6][CH:7]=[CH2:8]. Procedure: 10 grams of L-Alliin was added to 200 ml of distilled water and 12 grams of fresh garlic cloves were added as described above in (Example 3). When the reaction was complete, after approximately 3 hrs., the reaction mixture was extracted with a suitable solvent such as 50 ml of diethyl ether. The ether layer was separated, dried over Magnesium Sulphate, filtered and evaporated to a straw coloured liquid yielding 1 gram of allicin. This was dissolved in distilled water (100 ml) and the 1% Allicin ... Reactants: N[C@@H](CS(=O)CC=C)C(=O)O (L-Alliin). The yield is 21.8%. Product: C=CCS(SCC=C)=O (allicin). Conditions: time 3 hour. The solvent is O (water). Yield: 66.1%. Run in O (water). Reported procedure: To a solution of sodium hydrogen bicarbonate (1 g, 12 mmol) in water (80 ml) were added 7β-aminocephalosporanic acid (3 g, 11 mmol) and 1-isopropylamino-5-mercapto-1H-tetrazole sodium salt (4 g, 22 mmol). The mixture was treated in a manner similar to that described in Example 6, (a) to give pale brown powder of 7β-amino-3-[(1-isopropylamino-1H-tetrazol-5-yl)thiomethyl]-3-cephem-4-carboxylic acid (2.7 g, 66%). Reaction SMILES: C(=O)(O)O.[Na].CC(O[CH2:10][C:11]1[CH2:20][S:19][C@@H:14]2[C@H:15]([NH2:18])[C:16](=[O:17])[N:13]2[C:12]=1[C:21]([OH:23])=[O:22])=O.[Na].[CH:25]([NH:28][N:29]1[C:33]([SH:34])=[N:32][N:31]=[N:30]1)([CH3:27])[CH3:26].[Na].C(=NN1C(S)=NN=N1)(C)C>O>[NH2:18][C@@H:15]1[C:16](=[O:17])[N:13]2[C:12]([C:21]([OH:23])=[O:22])=[C:11]([CH2:10][S:34][C:33]3[N:29]([NH:28][CH:25]([CH3:27])[CH3:26])[N:30]=[N:31][N:32]=3)[CH2:20][S:19][C@H:14]12 |f:0.1,3.4,5.6,^1:4,23,34|. Starting materials: C(O)(O)=O.[Na] (sodium hydrogen bicarbonate), CC(=O)OCC1=C(N2[C@@H]([C@@H](C2=O)N)SC1)C(=O)O (7β-aminocephalosporanic acid), [Na].C(C)(C)NN1N=NN=C1S (1-isopropylamino-5-mercapto-1H-tetrazole sodium salt), [Na].C(C)(C)=NN1N=NN=C1S (1-Isopropylidenamino-5-mercapto-1H-tetrazole sodium salt). The product is N[C@H]1[C@@H]2N(C(=C(CS2)CSC2=NN=NN2NC(C)C)C(=O)O)C1=O (7β-amino-3-[(1-isopropylamino-1H-tetrazol-5-yl)thiomethyl]-3-cephem-4-carboxylic acid). Starting materials: O (water), C(C)OC(CC=1N(C=C(N1)C1=CC=C(C=C1)F)C1=CC=C(C=C1)F)=O ((1,4-bis-(4-fluoro-phenyl)-1H-imidazol-2-yl)-acetic acid ethyl ester), Cl.CC=1OC=2CNCCC2N1 (2-methyl-4,5,6,7-tetrahydro-oxazolo[5,4-c]pyridine hydrochloride), CCN(C(C)C)C(C)C (DIPEA). Run in CN1CCCC1=O (NMP). Yields the product FC1=CC=C(C=C1)N1C(=NC(=C1)C1=CC=C(C=C1)F)CC(=O)N1CC2=C(CC1)N=C(O2)C (2-(1,4-Bis-(4-fluoro-phenyl)-1H-imidazol-2-yl)-1-(2-methyl-6,7-dihydro-4H-oxazolo[5,4-c]pyridin-5-yl)-ethanone). Yield: 19.1%. As a reaction SMILES: C(O[C:4](=[O:25])[CH2:5][C:6]1[N:7]([C:18]2[CH:23]=[CH:22][C:21]([F:24])=[CH:20][CH:19]=2)[CH:8]=[C:9]([C:11]2[CH:16]=[CH:15][C:14]([F:17])=[CH:13][CH:12]=2)[N:10]=1)C.Cl.[CH3:27][C:28]1[O:29][C:30]2[CH2:31][NH:32][CH2:33][CH2:34][C:35]=2[N:36]=1.CCN(C(C)C)C(C)C.O>CN1C(=O)CCC1>[F:24][C:21]1[CH:20]=[CH:19][C:18]([N:7]2[CH:8]=[C:9]([C:11]3[CH:12]=[CH:13][C:14]([F:17])=[CH:15][CH:16]=3)[N:10]=[C:6]2[CH2:5][C:4]([N:32]2[CH2:33][CH2:34][C:35]3[N:36]=[C:28]([CH3:27])[O:29][C:30]=3[CH2:31]2)=[O:25])=[CH:23][CH:22]=1 |f:1.2|. Reported procedure: 70 mg (1,4-bis-(4-fluoro-phenyl)-1H-imidazol-2-yl)-acetic acid ethyl ester, 55 mg 2-methyl-4,5,6,7-tetrahydro-oxazolo[5,4-c]pyridine hydrochloride and 0.1 mL DIPEA in 2 mL NMP was stirred 50 min at 180° C. under microwave condition. The reaction was poured into water and extracted with EtOAC. The organic layer was dried with magnesium sulfate and evaporated the residue was purified by HPLC (Waters Symmetry 50×140 mm water+0,3% HCOOH/methanoll 10% until 90% in 14 min) to yield 17 mg desired produ...